This data is from the Open Reaction Database (ORD), a public repository of structured organic reaction records. The task is: describe an organic reaction: reactants, conditions, products, and yield The reactants are NC1=NC2=CC=CC=C2C(=C1)OC (2-amino-4-methoxyquinoline), BrCC(C(=O)OCC)=O (ethyl bromopyruvate), C([O-])([O-])=O.[K+].[K+] (potassium carbonate). The solvent is CC(=O)C (acetone). Run at time 8 hour. The product is COC1=CC=2N(C3=CC=CC=C13)C=C(N2)C(=O)OCC (Ethyl 5-Methoxyimidazo[1,2-a]quinoline-2-carboxylate). As a reaction SMILES: [NH2:1][C:2]1[CH:11]=[C:10]([O:12][CH3:13])[C:9]2[C:4](=[CH:5][CH:6]=[CH:7][CH:8]=2)[N:3]=1.Br[CH2:15][C:16](=O)[C:17]([O:19][CH2:20][CH3:21])=[O:18].C(=O)([O-])[O-].[K+].[K+]>CC(C)=O>[CH3:13][O:12][C:10]1[C:9]2[C:4](=[CH:5][CH:6]=[CH:7][CH:8]=2)[N:3]2[CH:15]=[C:16]([C:17]([O:19][CH2:20][CH3:21])=[O:18])[N:1]=[C:2]2[CH:11]=1 |f:2.3.4|. Reported procedure: To 75 ml. of acetone was added 3.5 g. (0.20 mole) of 2-amino-4-methoxyquinoline, 4.3 g. (0.22 mole) of ethyl bromopyruvate and 3.0 g. (0.20 mole) potassium carbonate. The resulting mixture was heated at reflux for 5.5 hours and the resulting dark slurry allowed to stand at room temperature overnight. The solvent was removed by evaporation in vacuo and 200 ml. of water added to the residue to afford a gummy precipitate. This was extracted twice with 200 ml. portions of ethyl acetate, the extracts...